The task is: describe an organic reaction: reactants, conditions, products, and yield. This data is from the Open Reaction Database (ORD), a public repository of structured organic reaction records. Reactants: C(=CCCCCCCCCCC)C1C(=O)OC(C1)=O (n-Dodecenylsuccinic Anhydride), S(=O)(=O)([O-])[O-].[Na+].[Na+] (sodium sulfate). Solvent: O (water). The product is [Na+].[Na+].C(=CCCCCCCCCCC)C(C(=O)[O-])CC(=O)[O-] (n-Dodecenylsuccinate Disodium Salt). As a reaction SMILES: [CH:1]([CH:13]1[CH2:18][C:17](=[O:19])[O:16][C:14]1=[O:15])=[CH:2][CH2:3][CH2:4][CH2:5][CH2:6][CH2:7][CH2:8][CH2:9][CH2:10][CH2:11][CH3:12].S([O-])([O-])(=O)=[O:21].[Na+:25].[Na+]>O>[Na+:25].[Na+:25].[CH:1]([CH:13]([CH2:18][C:17]([O-:16])=[O:19])[C:14]([O-:21])=[O:15])=[CH:2][CH2:3][CH2:4][CH2:5][CH2:6][CH2:7][CH2:8][CH2:9][CH2:10][CH2:11][CH3:12] |f:1.2.3,5.6.7|. Reported procedure: 500 g of distilled water were mixed with 3500 g of n-Dodecenylsuccinic Anhydride (98% concentration, Milliken Chemical Company, Inman, S.C.) at 70 degrees Centigrade for approximately 16 hours. Following the 16 hour reaction period, 3070 g of a 1% sodium sulfate solution was added and mixed for one more hour and removed from heat. 1000 g of a 50% sodium hydroxide solution was then slowly added to the emulsion with constant mixing to form a 49% concentration of the n-Dodecenylsuccinic acid monoso... The reactants are BrC1=CC=CC=C1 (bromobenzene), BrC1=CC=CC=C1 (bromobenzene), N1CCNCC1 (piperazine). The reagents and catalysts are C(C)(=O)[O-].[Pd+2].C(C)(=O)[O-] (palladium acetate). Run in CC=1C=CC=CC1C (o-xylene), CC=1C=CC=CC1C (o-xylene), CC=1C=CC=CC1C (o-xylene), CC=1C=CC=CC1C (o-xylene). Conditions: temperature 120 celsius. The product is C1(=CC=CC=C1)N1CCNCC1 (N-phenylpiperazine). Yield: 92.0%. RXN SMILES: [NH:1]1[CH2:6][CH2:5][NH:4][CH2:3][CH2:2]1.Br[C:8]1[CH:13]=[CH:12][CH:11]=[CH:10][CH:9]=1>CC1C=CC=CC=1C.C([O-])(=O)C.[Pd+2].C([O-])(=O)C>[C:8]1([N:1]2[CH2:6][CH2:5][NH:4][CH2:3][CH2:2]2)[CH:13]=[CH:12][CH:11]=[CH:10][CH:9]=1 |f:3.4.5|. Reported procedure: A 200 ml Kjeldahl flask equipped with a cooling condenser and a thermometer was charged with a solution of 22.0 g of piperazine in 20 ml of o-xylene, a solution of 6.70 g of bromobenzene in 20 ml of o-xylene, and a solution of 5.66 g of NaOBut in 20 ml of o-xylene, and further with a solution of 4.5 mg of palladium acetate in 5 ml of o-xylene (the ratio of palladium atom/bromobenzene=0.05% by mole). The flask was flushed with nitrogen for about 20 minutes while the content was stirred, and 0.2 m... The reactants are [H-].[Na+] (NaH), OCC(CO)CO (2-(hydroxymethyl)-1,3-propanediol), FC1=C(C(=CC=C1)F)N1C(C=CC2=C1N=C(N=C2C2=C(C=C(C=C2)F)C)S(=O)(=O)C)=O (8-(2,6-difluoro-phenyl)-4-(4-fluoro-2-methyl-phenyl)-2-methane-sulfonyl-8H-pyrido[2,3-d]pyrimidin-7-one). Run in C1CCOC1 (THF), C1CCOC1 (THF). Run at time 10 minute. The product is FC1=C(C(=CC=C1)F)N1C(C=CC2=C1N=C(N=C2C2=C(C=C(C=C2)F)C)OCC(CO)CO)=O (8-(2,6-Difluorophenyl)-4-(4-fluoro-2-methylphenyl)-2-(3-hydroxy-2-hydroxymethylpropoxy)-8H-pyrido[2,3-d]pyrimidin-7-one). RXN SMILES: [H-].[Na+].[OH:3][CH2:4][CH:5]([CH2:8][OH:9])[CH2:6][OH:7].[F:10][C:11]1[CH:16]=[CH:15][CH:14]=[C:13]([F:17])[C:12]=1[N:18]1[C:23]2[N:24]=[C:25](S(C)(=O)=O)[N:26]=[C:27]([C:28]3[CH:33]=[CH:32][C:31]([F:34])=[CH:30][C:29]=3[CH3:35])[C:22]=2[CH:21]=[CH:20][C:19]1=[O:40]>C1COCC1>[F:17][C:13]1[CH:14]=[CH:15][CH:16]=[C:11]([F:10])[C:12]=1[N:18]1[C:23]2[N:24]=[C:25]([O:3][CH2:4][CH:5]([CH2:8][OH:9])[CH2:6][OH:7])[N:26]=[C:27]([C:28]3[CH:33]=[CH:32][C:31]([F:34])=[CH:30][C:29]=3[CH3:35])[C:22]=2[CH:21]=[CH:20][C:19]1=[O:40] |f:0.1|. Reported procedure: NaH (15 mg, 0.6 mmol) was added to 2-(hydroxymethyl)-1,3-propanediol in THF (5 mL). The mixture was allowed to stir at 23° under Ar for 10 min and was then cooled to −78°. The product of Example 48 (224 mg, 0.5 mmol) in THF (5 mL) was added at −78° and the mixture allowed to warm to 23° and stir for 2 h. The solvents were removed in vacuo, and the residue was partitioned between EtOAc and H2O. The organic phase was washed with H2O, satd aq NaCl, dried over anhyd Na2SO4, filtered and evaporated t... Starting materials: CC(=O)Cc1ccc(Br)cc1, C1CCNCC1, O=Cc1ccc(Cl)cc1Cl, c1ccccc1. The product is CC(=O)C(=Cc1ccc(Cl)cc1Cl)c1ccc(Br)cc1. RXN SMILES: [Br:1][c:2]1[cH:3][cH:4][c:5]([CH2:8][C:9](=[O:10])[CH3:11])[cH:6][cH:7]1.[CH2:22]1[CH2:23][CH2:24][NH:25][CH2:26][CH2:27]1.[Cl:12][c:13]1[c:14]([CH:15]=[O:16])[cH:17][cH:18][c:19]([Cl:21])[cH:20]1.[cH:28]1[cH:29][cH:30][cH:31][cH:32][cH:33]1>>[Br:1][c:2]1[cH:3][cH:4][c:5]([C:8]([C:9](=[O:10])[CH3:11])=[CH:15][c:14]2[c:13]([Cl:12])[cH:20][c:19]([Cl:21])[cH:18][cH:17]2)[cH:6][cH:7]1. The reactants are N1=C(C=CC2=CC=CC=C12)C(=O)O (quinolinecarboxylic acid), S(=O)(=O)(O)C1=CC=C(C)C=C1.C(C1=CC=CC=C1)OC(CN)=O (glycine benzyl ester tosylate), C=1C=CC2=C(C1)N=NN2O (HOBT), CCCCCCC.C(C)(=O)OCC (n-heptane ethyl acetate). Run in C(Cl)Cl (methylene chloride). Yields the product C(C1=CC=CC=C1)OC=1C(=NC2=CC=C(C=C2C1)OC(C)C)C(=O)O (3-Benzyloxy-6-(2-propyloxy)quinoline-2-carboxylic acid). The yield is 129.7%. As a reaction SMILES: [N:1]1[C:10]2[C:5](=[CH:6][CH:7]=[CH:8][CH:9]=2)[CH:4]=[CH:3][C:2]=1[C:11]([OH:13])=[O:12].S([C:18]1[CH:24]=CC(C)=C[CH:19]=1)(O)(=O)=O.[CH2:25]([O:32]C(=O)CN)[C:26]1[CH:31]=[CH:30][CH:29]=[CH:28][CH:27]=1.C1C=CC2N([OH:46])N=NC=2C=1.CCCCCCC.C(OCC)(=O)C>C(Cl)Cl>[CH2:25]([O:32][C:3]1[C:2]([C:11]([OH:13])=[O:12])=[N:1][C:10]2[C:5]([CH:4]=1)=[CH:6][C:7]([O:46][CH:18]([CH3:24])[CH3:19])=[CH:8][CH:9]=2)[C:26]1[CH:27]=[CH:28][CH:29]=[CH:30][CH:31]=1 |f:1.2,4.5|. Procedure details: 2.7 g (8 mmol) of the above quinolinecarboxylic acid were reacted with 2.7 g (8 mmol) of glycine benzyl ester tosylate, 4.4 ml (32 mmol) of NEM, 1.35 g (10 mmol) of HOBT and 3.6 g (8.8 mmol) of CMC in 300 ml of anhydrous methylene chloride at 20° C. for 24 hours, analogously to Example 25g). After working up and chromatography over silica gel with n-heptane/ethyl acetate (3:2), 3.5 g of oily product were obtained. The reactants are COC(=O)c1ccc(CN(C2CCCCCC2C(N)=O)S(=O)(=O)c2ccc(Cl)cc2)cc1, CCN. Yields the product CCNC(=O)c1ccc(CN(C2CCCCCC2C(N)=O)S(=O)(=O)c2ccc(Cl)cc2)cc1. RXN SMILES: [CH3:1][O:2][C:3]([c:4]1[cH:5][cH:6][c:7]([CH2:10][N:11]([S:12](=[O:13])(=[O:14])[c:15]2[cH:16][cH:17][c:18]([Cl:21])[cH:19][cH:20]2)[CH:22]2[CH:23]([C:29]([NH2:30])=[O:31])[CH2:24][CH2:25][CH2:26][CH2:27][CH2:28]2)[cH:8][cH:9]1)=[O:32].[CH3:33][CH2:34][NH2:35]>>[O:2]=[C:3]([c:4]1[cH:5][cH:6][c:7]([CH2:10][N:11]([S:12](=[O:13])(=[O:14])[c:15]2[cH:16][cH:17][c:18]([Cl:21])[cH:19][cH:20]2)[CH:22]2[CH:23]([C:29]([NH2:30])=[O:31])[CH2:24][CH2:25][CH2:26][CH2:27][CH2:28]2)[cH:8][cH:9]1)[NH:35][CH2:34][CH3:33]. Reactants: CN(C)S(=O)(=O)n1cc(CC(C)(C)C)nc1C(O)Cc1ccc(-c2ccc(F)cn2)cc1, CO, Cl. The product is CC(C)(C)Cc1c[nH]c(C(O)Cc2ccc(-c3ccc(F)cn3)cc2)n1. RXN SMILES: [CH3:2][C:3]([CH2:4][c:5]1[n:6][c:7]([CH:16]([CH2:17][c:18]2[cH:19][cH:20][c:21](-[c:24]3[n:25][cH:26][c:27]([F:30])[cH:28][cH:29]3)[cH:22][cH:23]2)[OH:31])[n:8]([S:10]([N:11]([CH3:12])[CH3:13])(=[O:14])=[O:15])[cH:9]1)([CH3:32])[CH3:33].[CH3:34][OH:35].[ClH:1]>>[CH3:2][C:3]([CH2:4][c:5]1[n:6][c:7]([CH:16]([CH2:17][c:18]2[cH:19][cH:20][c:21](-[c:24]3[n:25][cH:26][c:27]([F:30])[cH:28][cH:29]3)[cH:22][cH:23]2)[OH:31])[nH:8][cH:9]1)([CH3:32])[CH3:33]. Starting materials: C1(=CC=CC=C1)S(=O)(=O)NCCSC1C2=C(OCC3=C1C=CC=C3)C=CC(=C2)C(=O)O (11-[2-[(Phenylsulfonyl)amino]ethyl]thio-6, 11-dihydrodibenz-[b,e]oxepin-2-carboxylic acid), C[O-].[Na+] (sodium methoxide). The solvent is CO (methanol). The product is O.C1(=CC=CC=C1)S(=O)(=O)NCCSC1C2=C(OCC3=C1C=CC=C3)C=CC(=C2)C(=O)[O-].[Na+] (Sodium 11-[2-[(phenylsulfonyl)amino]ethyl]thio-6,11-dihydrodibenzo-[b,e]oxepin-2-carboxylate monohydrate). As a reaction SMILES: [C:1]1([S:7]([NH:10][CH2:11][CH2:12][S:13][CH:14]2[C:20]3[CH:21]=[CH:22][CH:23]=[CH:24][C:19]=3[CH2:18][O:17][C:16]3[CH:25]=[CH:26][C:27]([C:29]([OH:31])=[O:30])=[CH:28][C:15]2=3)(=[O:9])=[O:8])[CH:6]=[CH:5][CH:4]=[CH:3][CH:2]=1.C[O-].[Na+:34]>CO>[OH2:8].[C:1]1([S:7]([NH:10][CH2:11][CH2:12][S:13][CH:14]2[C:20]3[CH:21]=[CH:22][CH:23]=[CH:24][C:19]=3[CH2:18][O:17][C:16]3[CH:25]=[CH:26][C:27]([C:29]([O-:31])=[O:30])=[CH:28][C:15]2=3)(=[O:8])=[O:9])[CH:6]=[CH:5][CH:4]=[CH:3][CH:2]=1.[Na+:34] |f:1.2,4.5.6|. Procedure details: Compound 1b, 3.3 g, obtained in Example 21 was suspended in 100 ml of methanol and sodium methoxide was added to the solution followed by stirring for about an hour. The solvent was distilled off under reduced pressure and the resulting crude product was solidified by isopropyl ether to give 2.3 g of the desired compound.